From a dataset of the Open Reaction Database (ORD), a public repository of structured organic reaction records. describe an organic reaction: reactants, conditions, products, and yield Reported procedure: To an ice-cold mixture of methyl 2-(2-aminophenyl)-3,3-dimethyl-1,2,3,4-tetrahydroquinoline-6-carboxylate (60 mg, 0.19 mmol, 1.0 eq.) and N,N-diisopropylethylamine (50 mg, 0.38 mmol, 2.0 eq.) in 4 mL of dichloromethane was added dropwise a solution of picolinoyl chloride (40 mg, 0.29 mmol, 1.5 eq.) in dichloromethane (1 mL). Then the resultant mixture was stirred at room temperature for 30 min. Thin layer chromatography and LC-MS indicated that the starting material was consumed completely. The ... Reactants: N1=C(C=CC=C1)C(=O)Cl (picolinoyl chloride), ice, NC1=C(C=CC=C1)C1NC2=CC=C(C=C2CC1(C)C)C(=O)OC (methyl 2-(2-aminophenyl)-3,3-dimethyl-1,2,3,4-tetrahydroquinoline-6-carboxylate), C(C)(C)N(C(C)C)CC (N,N-diisopropylethylamine), resultant mixture. Isolated yield 55.7%. As a reaction SMILES: [NH2:1][C:2]1[CH:7]=[CH:6][CH:5]=[CH:4][C:3]=1[CH:8]1[C:17]([CH3:19])([CH3:18])[CH2:16][C:15]2[C:10](=[CH:11][CH:12]=[C:13]([C:20]([O:22][CH3:23])=[O:21])[CH:14]=2)[NH:9]1.C(N(CC)C(C)C)(C)C.[N:33]1[CH:38]=[CH:37][CH:36]=[CH:35][C:34]=1[C:39](Cl)=[O:40]>ClCCl>[CH3:19][C:17]1([CH3:18])[CH2:16][C:15]2[C:10](=[CH:11][CH:12]=[C:13]([C:20]([O:22][CH3:23])=[O:21])[CH:14]=2)[NH:9][CH:8]1[C:3]1[CH:4]=[CH:5][CH:6]=[CH:7][C:2]=1[NH:1][C:39](=[O:40])[C:34]1[CH:35]=[CH:36][CH:37]=[CH:38][N:33]=1. Yields the product CC1(C(NC2=CC=C(C=C2C1)C(=O)OC)C1=C(C=CC=C1)NC(C1=NC=CC=C1)=O)C (methyl 3,3-dimethyl-2-(2-(picolinamido)phenyl)-1,2,3,4-tetrahydroquinoline-6-carboxylate). Run in ClCCl (dichloromethane), ClCCl (dichloromethane). Starting materials: magnesium salt, C1CCOC1 (THF), C(=O)(N1C=NC=C1)N1C=NC=C1 (1,1'-carbonyldiimidazole), C(C)(C)(C)OC(=O)NC1(CCC1)C(=O)O (1-tert-butoxycarbonylaminocyclobutanecarboxylic acid), C1CCOC1 (THF). Conditions: time 1.5 hour. Yields the product C(C)(C)(C)OC(=O)NC1(CCC1)C(CC(=O)OCC)=O (Ethyl 1-tert-butoxycarbonylamino-β-oxocyclobutanepropanoate). Reaction SMILES: [C:1]([O:5][C:6]([NH:8][C:9]1([C:13]([OH:15])=O)[CH2:12][CH2:11][CH2:10]1)=[O:7])([CH3:4])([CH3:3])[CH3:2].C(N1C=CN=C1)(N1C=CN=C1)=[O:17].[CH2:28]1[CH2:32][O:31][CH2:30][CH2:29]1>>[C:1]([O:5][C:6]([NH:8][C:9]1([C:13](=[O:15])[CH2:29][C:30]([O:31][CH2:32][CH3:28])=[O:17])[CH2:10][CH2:11][CH2:12]1)=[O:7])([CH3:2])([CH3:3])[CH3:4]. Reported procedure: To a 100.0 ml portion of ethanol were added 5.0 g (0.21 mmol) of magnesium and 15.0 ml of carbon tetrachloride in that order, followed by 1 hour of stirring at room temperature. Thereto was added dropwise ethyl hydrogen malonate. After 1 hour of stirring at room temperature, the solvent was evaporated to yield magnesium malonate as a colorless foamy substance. Separately, 55.29 g (0.26 mmol) of 1-tert-butoxycarbonylaminocyclobutanecarboxylic acid was dissolved in 450.0 ml of THF, mixed with 45.8... Reactants: C(CCC(=O)OC1=CC=CC=C1)(=O)OCC1=CC=CC=C1 (benzyl phenyl succinate), [N+](=O)([O-])C=1C=C(CC2=CNC3=CC=CC=C23)C=CC1 (3-(3-nitrobenzyl)indole), [H-].[Na+] (sodium hydride), Cl (hydrochloric acid). Solvent: CN(C=O)C (N,N-dimethylformamide), CN(C=O)C (N,N-dimethylformamide), CN(C=O)C (N,N-dimethylformamide), C(C)(=O)OCC (ethyl acetate). Run at temperature 25 celsius, time 40 minute. Product: [N+](=O)([O-])C=1C=C(CC2=CN(C3=CC=CC=C23)C(CCC(=O)OCC2=CC=CC=C2)=O)C=CC1 (benzyl 4-[3-(3-nitrobenzyl)indol-1-yl]-4-oxobutyrate). Yield: 74.1%. RXN SMILES: [N+:1]([C:4]1[CH:5]=[C:6]([CH:17]=[CH:18][CH:19]=1)[CH2:7][C:8]1[C:16]2[C:11](=[CH:12][CH:13]=[CH:14][CH:15]=2)[NH:10][CH:9]=1)([O-:3])=[O:2].[H-].[Na+].[C:22]([O:35][CH2:36][C:37]1[CH:42]=[CH:41][CH:40]=[CH:39][CH:38]=1)(=[O:34])[CH2:23][CH2:24][C:25](OC1C=CC=CC=1)=[O:26].Cl>CN(C)C=O.C(OCC)(=O)C>[N+:1]([C:4]1[CH:5]=[C:6]([CH:17]=[CH:18][CH:19]=1)[CH2:7][C:8]1[C:16]2[C:11](=[CH:12][CH:13]=[CH:14][CH:15]=2)[N:10]([C:25](=[O:26])[CH2:24][CH2:23][C:22]([O:35][CH2:36][C:37]2[CH:38]=[CH:39][CH:40]=[CH:41][CH:42]=2)=[O:34])[CH:9]=1)([O-:3])=[O:2] |f:1.2|. Reported procedure: A solution of 3-(3-nitrobenzyl)indole (280 mg) in N,N-dimethylformamide (5 ml) was added to a suspension of sodium hydride (60% dispersion in mineral oil, 66.6 mg) in N,N-dimethylformamide (10 ml) at 0° C. The mixture was stirred at 25° C. for 40 minutes, and a solution of benzyl phenyl succinate (316 mg) in N,N-dimethylformamide was added at -40° C. After stirred at -40° C. for 20 minutes, the reaction mixture was poured into a mixture of ethyl acetate and 1N hydrochloric acid. The organic laye... Reactants: CN(C)C=O, CCN(C(C)C)C(C)C, Cl, CCOC(=O)CCN, CCCC(O)c1ccc(C(=O)O)cc1. Product: CCCC(O)c1ccc(C(=O)NCCC(=O)OCC)cc1. Reaction SMILES: [CH3:33][N:34]([CH3:35])[CH:36]=[O:37].[CH:24]([N:25]([CH:26]([CH3:27])[CH3:28])[CH2:29][CH3:30])([CH3:31])[CH3:32].[ClH:15].[NH2:16][CH2:17][CH2:18][C:19](=[O:20])[O:21][CH2:22][CH3:23].[OH:1][CH:2]([CH2:3][CH2:4][CH3:5])[c:6]1[cH:7][cH:8][c:9]([C:10](=[O:11])[OH:12])[cH:13][cH:14]1>>[OH:1][CH:2]([CH2:3][CH2:4][CH3:5])[c:6]1[cH:7][cH:8][c:9]([C:10](=[O:12])[NH:16][CH2:17][CH2:18][C:19](=[O:20])[O:21][CH2:22][CH3:23])[cH:13][cH:14]1. Starting materials: C(C)(C)(C)OC(=O)N1C[C@@H]2N(C(C3=C(C=C(C=C23)C#C)C(F)(F)F)=O)CC1 (N-(t-butoxycarbonyl)-(R)-1,3,4,10b-tetrahydro-9-ethynyl-7-trifluoromethyl-pyrazino[2,1-a]isoindol-6(2H)-one), Cl (hydrochloric acid), white solid. Solvent: O (water), CCOCC (ether). Conditions: time 1 hour. Yields the product Cl.C(#C)C1=CC(=C2C(N3[C@H](C2=C1)CNCC3)=O)C(F)(F)F ((R)-1,3,4,10b-tetrahydro-9-ethynyl-7-trifluoromethyl-pyrazino[2,1-a]isoindol-6(2H)-one hydrochloric acid salt). RXN SMILES: C(OC([N:8]1[CH2:27][CH2:26][N:11]2[C:12](=[O:25])[C:13]3[C:18]([C@@H:10]2[CH2:9]1)=[CH:17][C:16]([C:19]#[CH:20])=[CH:15][C:14]=3[C:21]([F:24])([F:23])[F:22])=O)(C)(C)C.[ClH:28]>CCOCC.O>[ClH:28].[C:19]([C:16]1[CH:17]=[C:18]2[C:13]([C:12](=[O:25])[N:11]3[CH2:26][CH2:27][NH:8][CH2:9][C@H:10]32)=[C:14]([C:21]([F:23])([F:24])[F:22])[CH:15]=1)#[CH:20] |f:4.5|. Reported procedure: To a stirring solution of N-(t-butoxycarbonyl)-(R)-1,3,4,10b-tetrahydro-9-ethynyl-7-trifluoromethyl-pyrazino[2,1-a]isoindol-6(2H)-one (27 mg, 0.8 mmol) in dry ether (2 mL) was added hydrochloric acid (1 mL). The reaction was stirred for 1 h and then conc. in vacuo to a white solid. The solid was dissolved in water and lyophilized to 22 mg of a white solid. MS (ESI) 281 (M−Cl). Starting materials: CO, Cl, O=[N+]([O-])CC1(O)CN2CCC1CC2. Product: Cl, NCC1(O)CN2CCC1CC2. RXN SMILES: [CH3:15][OH:16].[ClH:1].[N+:2]([O-:3])(=[O:4])[CH2:5][C:6]1([OH:14])[CH2:7][N:8]2[CH2:9][CH2:10][CH:11]1[CH2:12][CH2:13]2>>[ClH:1].[NH2:2][CH2:5][C:6]1([OH:14])[CH2:7][N:8]2[CH2:9][CH2:10][CH:11]1[CH2:12][CH2:13]2.